This data is from the Open Reaction Database (ORD), a public repository of structured organic reaction records. The task is: describe an organic reaction: reactants, conditions, products, and yield Starting materials: N#Cc1ccc(F)c2ccccc12, Cc1cc2c(s1)C(O)CNC2. Yields the product Cc1cc2c(s1)C(Oc1ccc(C#N)c3ccccc13)CNC2. RXN SMILES: [C:12](#[N:13])[c:14]1[cH:15][cH:16][c:17]([F:24])[c:18]2[cH:19][cH:20][cH:21][cH:22][c:23]12.[CH3:1][c:2]1[cH:3][c:4]2[c:9]([s:10]1)[CH:8]([OH:11])[CH2:7][NH:6][CH2:5]2>>[CH3:1][c:2]1[cH:3][c:4]2[c:9]([s:10]1)[CH:8]([O:11][c:17]1[cH:16][cH:15][c:14]([C:12]#[N:13])[c:23]3[c:18]1[cH:19][cH:20][cH:21][cH:22]3)[CH2:7][NH:6][CH2:5]2.